From a dataset of the Open Reaction Database (ORD), a public repository of structured organic reaction records. describe an organic reaction: reactants, conditions, products, and yield Reactants: C1(=C(C=CC=C1)P(C1=C(C=CC=C1)C)C1=C(C=CC=C1)C)C (tri-o-tolylphosphine), IC1=CC(=CC=C1)C(F)(F)F (1-iodo-3-trifluoromethylbenzene), C(=C)C=1C=NC=C(C#N)C1 (5-vinylnicotinonitrile). Reagents/catalysts: C(C)(=O)[O-].[Pd+2].C(C)(=O)[O-] (palladium(II) acetate), [Cu]I (copper (I) iodide). The product is FC(C=1C=C(C=CC1)C=CC=1C=NC=C(C#N)C1)(F)F (5-[2-(3-Trifluoromethylphenyl)-vinyl]-nicotinonitrile). Yield: 54.0%. As a reaction SMILES: C1(C)C=CC=CC=1P(C1C=CC=CC=1C)C1C=CC=CC=1C.I[C:24]1[CH:29]=[CH:28][CH:27]=[C:26]([C:30]([F:33])([F:32])[F:31])[CH:25]=1.[CH:34]([C:36]1[CH:37]=[N:38][CH:39]=[C:40]([CH:43]=1)[C:41]#[N:42])=[CH2:35]>C([O-])(=O)C.[Pd+2].C([O-])(=O)C.[Cu]I>[F:31][C:30]([F:33])([F:32])[C:26]1[CH:25]=[C:24]([CH:35]=[CH:34][C:36]2[CH:37]=[N:38][CH:39]=[C:40]([CH:43]=2)[C:41]#[N:42])[CH:29]=[CH:28][CH:27]=1 |f:3.4.5|. Reported procedure: Prepare essentially as described in EXAMPLE 15 using palladium(II) acetate (0.002 g, 0.01 mmol), tri-o-tolylphosphine (0.06 g, 0.02 mmol), copper (I) iodide (0.001 g, 0.005 mmol), 1-iodo-3-trifluoromethylbenzene (0.140 mL, 1 mmol) and 5-vinylnicotinonitrile, (prepared essentially as described in PREPARATION 51), (0.195 g, 1.5 mmol) at 100° C. for 7 h to give the title compound (0.149 g, 54%). Reactants: BrC1=CC=C(C=C1)C(CNS(=O)(=O)C)C (N-2-(4-Bromophenyl)propyl methanesulfonamide), COC1=CC=C(C=C1)B(O)O (4-methoxybenzeneboronic acid). Product: COC1=CC=C(C=C1)C1=CC=C(C=C1)C(CNS(=O)(=O)C)C (N-2-(4-(4-methoxyphenyl)phenyl)propyl methanesulfonamide). Reaction SMILES: Br[C:2]1[CH:7]=[CH:6][C:5]([CH:8]([CH3:15])[CH2:9][NH:10][S:11]([CH3:14])(=[O:13])=[O:12])=[CH:4][CH:3]=1.[CH3:16][O:17][C:18]1[CH:23]=[CH:22][C:21](B(O)O)=[CH:20][CH:19]=1>>[CH3:16][O:17][C:18]1[CH:23]=[CH:22][C:21]([C:2]2[CH:7]=[CH:6][C:5]([CH:8]([CH3:15])[CH2:9][NH:10][S:11]([CH3:14])(=[O:13])=[O:12])=[CH:4][CH:3]=2)=[CH:20][CH:19]=1. Reported procedure: The title compound was prepared from the product of Example 1 as described in Example 6 with the exception that 4-methoxybenzeneboronic acid was used instead of 2-methoxybenzeneboronic acid. The reactants are CNC(=O)C(NC(=O)c1nc(C(=O)c2ccccc2)n2c1CN(C(=O)OC(C)(C)C)CC2)C(C)(C)C, CNC(=O)C(NC(=O)c1nc(-c2ccccc2)n2c1CNCC2)C(C)(C)C. Yields the product CNC(=O)C(NC(=O)c1nc(C(=O)c2ccccc2)n2c1CNCC2)C(C)(C)C. As a reaction SMILES: [C:28]([c:29]1[cH:30][cH:31][cH:32][cH:33][cH:34]1)(=[O:35])[c:36]1[n:37][c:38]([C:52]([NH:53][CH:54]([C:55](=[O:56])[NH:57][CH3:58])[C:59]([CH3:60])([CH3:61])[CH3:62])=[O:63])[c:39]2[n:40]1[CH2:41][CH2:42][N:43]([C:45]([O:46][C:47]([CH3:48])([CH3:49])[CH3:50])=[O:51])[CH2:44]2.[CH3:1][C:2]([CH3:3])([CH3:4])[CH:5]([NH:6][C:7]([c:8]1[n:9][c:10](-[c:11]2[cH:12][cH:13][cH:14][cH:15][cH:16]2)[n:17]2[c:22]1[CH2:21][NH:20][CH2:19][CH2:18]2)=[O:23])[C:24]([NH:25][CH3:26])=[O:27]>>[C:28]([c:29]1[cH:30][cH:31][cH:32][cH:33][cH:34]1)(=[O:35])[c:36]1[n:37][c:38]([C:52]([NH:53][CH:54]([C:55](=[O:56])[NH:57][CH3:58])[C:59]([CH3:60])([CH3:61])[CH3:62])=[O:63])[c:39]2[n:40]1[CH2:41][CH2:42][NH:43][CH2:44]2. Reactants: C(=O)(OC(C)(C)C)N([C@@H]1C=C[C@@H](C1)N1C2=NC(=NC(=C2N=C1)Cl)Cl)C(=O)OC(C)(C)C (di-Boc-[(1S,4R)-4-(2,6-dichloro-purin-9-yl)-cyclopent-2-enyl]-amine), C(C)C1=NN=NN1 (5-ethyltetrazole). The product is ClC1=NC(=C2N=CN(C2=N1)[C@H]1C=C[C@H](C1)N1N=C(N=N1)CC)Cl (2,6-Dichloro-9-[(1R,4S)-4-(5-ethyl-tetrazol-2-yl)-cyclopent-2-enyl]-9H-purine). As a reaction SMILES: C([N:8](C(OC(C)(C)C)=O)[C@H:9]1[CH2:13][C@@H:12]([N:14]2[CH:22]=[N:21][C:20]3[C:15]2=[N:16][C:17]([Cl:24])=[N:18][C:19]=3[Cl:23])[CH:11]=[CH:10]1)(OC(C)(C)C)=O.[CH2:32]([C:34]1[NH:38]N=[N:36][N:35]=1)[CH3:33]>>[Cl:24][C:17]1[N:16]=[C:15]2[C:20]([N:21]=[CH:22][N:14]2[C@@H:12]2[CH2:13][C@H:9]([N:8]3[N:36]=[N:35][C:34]([CH2:32][CH3:33])=[N:38]3)[CH:10]=[CH:11]2)=[C:19]([Cl:23])[N:18]=1. Procedure: The title compound is prepared analogously to di-Boc-[(1S,4R)-4-(2,6-dichloro-purin-9-yl)-cyclopent-2-enyl]-amine (AA3) by replacing di-t-butyliminodicarboxylate with 5-ethyltetrazole. MS (ES+) m/e 351.2 (MH+) The reactants are C(C)(=O)C=1C=NC=CC1 (3-Acetylpyridine), Br (HBr), BrBr (Bromine). Run in O (water). Conditions: temperature 57.5 celsius. Yields the product Br.BrC(C(=O)C=1C=NC=CC1)Br (3-(Dibromoacetyl)pyridine Hydrobromide). Yield: 99.4%. Reaction SMILES: [C:1]([C:4]1[CH:5]=[N:6][CH:7]=[CH:8][CH:9]=1)(=[O:3])[CH3:2].[BrH:10].[Br:11]Br>O>[BrH:10].[Br:10][CH:2]([Br:11])[C:1]([C:4]1[CH:5]=[N:6][CH:7]=[CH:8][CH:9]=1)=[O:3] |f:4.5|. Procedure: 3-Acetylpyridine (50 g, 0.41 mol), 47% aqueous HBr solution (106.6 g, 1.5 equivalent amount relative to 3-acetylpyridine) and water (80 ml) were charged in a reaction vessel and the mixture was stirred at 55-60° C. Bromine (135.2 g, 2.05 equivalent amount relative to 3-acetylpyridine) was added dropwise and the mixture was stirred for one more hour. The mixture was cooled to 5° C. under ice-cooling, and filtered to give 146.7 g of the titled compound as crystals (yield 99.0%). Reactants: CC(C)(C)OC(=O)N1CCN(c2nc3ccccc3o2)CC1, Cl, C1COCCO1. Product: Cl, c1ccc2oc(N3CCNCC3)nc2c1. As a reaction SMILES: [C:1]([O:2][C:3](=[O:4])[N:8]1[CH2:9][CH2:10][N:11]([c:14]2[o:15][c:16]3[c:17]([n:18]2)[cH:19][cH:20][cH:21][cH:22]3)[CH2:12][CH2:13]1)([CH3:5])([CH3:6])[CH3:7].[ClH:23].[O:24]1[CH2:25][CH2:26][O:27][CH2:28][CH2:29]1>>[ClH:23].[NH:8]1[CH2:9][CH2:10][N:11]([c:14]2[o:15][c:16]3[c:17]([n:18]2)[cH:19][cH:20][cH:21][cH:22]3)[CH2:12][CH2:13]1. Reactants: ClC1=C(C(OCC)=N)C=CC=C1 (ethyl o-chlorobenzimidate), N1=C(C=CC=C1C)C (2,6-lutidine), ClC(=O)OCC (ethyl chloroformate). Run in petroleum ether. Product: ClC1=C(C(OCC)=NC(OCC)=O)C=CC=C1 (ethyl (o-chloro-α-ethoxybenzylidene)carbamate). RXN SMILES: [Cl:1][C:2]1[CH:12]=[CH:11][CH:10]=[CH:9][C:3]=1[C:4](=[NH:8])[O:5][CH2:6][CH3:7].N1C(C)=CC=CC=1C.Cl[C:22]([O:24][CH2:25][CH3:26])=[O:23]>>[Cl:1][C:2]1[CH:12]=[CH:11][CH:10]=[CH:9][C:3]=1[C:4](=[N:8][C:22](=[O:23])[O:24][CH2:25][CH3:26])[O:5][CH2:6][CH3:7]. Procedure details: A mixture of 40 g (22 mmol) of ethyl o-chlorobenzimidate and 22.2 g (21 mmol) of 2,6-lutidine in 500 ml of petroleum ether (b.p. 100°-130° C.) is treated with 27.2 g (25 mmol) of ethyl chloroformate and the whole is then heated at reflux temperature for about 16 hours. The precipitated salt is subsequently filtered off, the filtrate is evaporated under reduced pressure and the residue is recrystallized from diethyl ether. In this manner there is obtained ethyl (o-chloro-α-ethoxybenzylidene)carba... The reactants are O.O.[Sn](Cl)Cl (tin(II)chloride-dihydrate), C(C)(C)(C)OC([C@H](CC(C)C)NC(C1=CC(=C(C=C1)NC1=C(C=CC=C1)Cl)[N+](=O)[O-])=O)=O ((S)-2-[4-(2-Chloro-phenylamino)-3-nitro-benzoylamino]-4-methyl-pentanoic acid tert-butyl ester), O (Water). The solvent is C(C)(=O)OCC (ethyl acetate). Conditions: time 4 hour. The product is C(C)(C)(C)OC([C@H](CC(C)C)NC(C1=CC(=C(C=C1)NC1=C(C=CC=C1)Cl)N)=O)=O ((S)-2-[3-Amino-4-(2-chloro-phenylamino)-benzoylamino]-4-methyl-pentanoic acid tert-butyl ester). The yield is 78.7%. As a reaction SMILES: [C:1]([O:5][C:6](=[O:32])[C@@H:7]([NH:12][C:13](=[O:31])[C:14]1[CH:19]=[CH:18][C:17]([NH:20][C:21]2[CH:26]=[CH:25][CH:24]=[CH:23][C:22]=2[Cl:27])=[C:16]([N+:28]([O-])=O)[CH:15]=1)[CH2:8][CH:9]([CH3:11])[CH3:10])([CH3:4])([CH3:3])[CH3:2].O.O.[Sn](Cl)Cl.O>C(OCC)(=O)C>[C:1]([O:5][C:6](=[O:32])[C@@H:7]([NH:12][C:13](=[O:31])[C:14]1[CH:19]=[CH:18][C:17]([NH:20][C:21]2[CH:26]=[CH:25][CH:24]=[CH:23][C:22]=2[Cl:27])=[C:16]([NH2:28])[CH:15]=1)[CH2:8][CH:9]([CH3:11])[CH3:10])([CH3:3])([CH3:4])[CH3:2] |f:1.2.3|. Procedure details: 140 mg of (S)-2-[4-(2-Chloro-phenylamino)-3-nitro-benzoylamino]-4-methyl-pentanoic acid tert-butyl ester were dissolved in 5 ml ethyl acetate, 342 mg of tin(II)chloride-dihydrate were added and the mixture was stirred at rt for 4 h. Water was added to the reaction. The mixture was filtrated over celite. The pH of the filtrate was adjusted to 7, the layers were separated and the organic layer was extracted with ethyl acetate twice. The combined organic layers were dried over sodium sulphate and c... The reactants are Cl[Si](C)(C)C (chlorotrimethylsilane), [Li]CCCC (n-BuLi), hexanes, ClC1=CC(=CC(=C1)F)F (1-chloro-3,5-difluorobenzene). Run in C1CCOC1 (THF), C1CCOC1 (THF). Reaction conditions: temperature -70 celsius, time 8 hour. Product: ClC1=CC(=C(C(=C1)F)[Si](C)(C)C)F ((4-chloro-2,6-difluorophenyl)trimethylsilane). Reaction SMILES: [Li]CCCC.[Cl:6][C:7]1[CH:12]=[C:11]([F:13])[CH:10]=[C:9]([F:14])[CH:8]=1.Cl[Si:16]([CH3:19])([CH3:18])[CH3:17]>C1COCC1>[Cl:6][C:7]1[CH:12]=[C:11]([F:13])[C:10]([Si:16]([CH3:19])([CH3:18])[CH3:17])=[C:9]([F:14])[CH:8]=1. Procedure: A solution of 2.5M n-BuLi in hexanes (60 ml, 0.15 mol) was added dropwise to a solution of 1-chloro-3,5-difluorobenzene (19.2 g, 0.13 mol) in THF (200 mL) cooled to −70° C. under Ar. After the addition was complete, the mixture was stirred for 1 h before a solution of chlorotrimethylsilane (21.7 g, 0.2 mol) in THF (25 mL) was added dropwise. The reaction was allowed to warm to rt with stirring overnight before cooling and quenching with H2O. The phases were separated and pentane (200 mL) was add...